From a dataset of the Open Reaction Database (ORD), a public repository of structured organic reaction records. describe an organic reaction: reactants, conditions, products, and yield Reactants: O=C([O-])[O-], OC1CCC(Nc2ccc3ncc(-c4ccnc(Cl)c4)n3c2)CC1, [Cs+], [Cs+], CN(C)C=O, c1cn[nH]c1. The product is OC1CCC(Nc2ccc3ncc(-c4ccnc(-n5cccn5)c4)n3c2)CC1. RXN SMILES: [C:30](=[O:31])([O-:32])[O-:33].[Cl:1][c:2]1[n:3][cH:4][cH:5][c:6](-[c:8]2[cH:9][n:10][c:11]3[n:12]2[cH:13][c:14]([NH:17][CH:18]2[CH2:19][CH2:20][CH:21]([OH:24])[CH2:22][CH2:23]2)[cH:15][cH:16]3)[cH:7]1.[Cs+:34].[Cs+:35].[O:36]=[CH:37][N:38]([CH3:39])[CH3:40].[nH:25]1[n:26][cH:27][cH:28][cH:29]1>>[c:2]1(-[n:25]2[n:26][cH:27][cH:28][cH:29]2)[n:3][cH:4][cH:5][c:6](-[c:8]2[cH:9][n:10][c:11]3[n:12]2[cH:13][c:14]([NH:17][CH:18]2[CH2:19][CH2:20][CH:21]([OH:24])[CH2:22][CH2:23]2)[cH:15][cH:16]3)[cH:7]1.